This data is from the Open Reaction Database (ORD), a public repository of structured organic reaction records. The task is: describe an organic reaction: reactants, conditions, products, and yield Reported procedure: Cyclohexanecarbonitrile (1.0 g, 9.2 mmol) was dissolved in anhydrous ethanol under an atmosphere of Ar. The solution was cooled to 0° C., saturated with HCl gas, stirred for 6 h, allowed to warm to RT, and stirred for 6 h. The solvent was removed in vacuo to afford ethyl cyclohexanecarbimidate hydrochloride (1.8 g, 100%) as a colorless solid. 1H NMR (400 MHz, DMSO-d6): δ 11.66 (m, 1H), 11.03 (m, 1H), 4.39 (q, J=7.0 Hz, 2H), 2.62 (m, 1H), 1.84 (d, J=12.6 Hz, 2H), 1.70-1.65 (m, 3H), 1.40-1.38 (m, ... Product: Cl.C1(CCCCC1)C(OCC)=N (ethyl cyclohexanecarbimidate hydrochloride). The reactants are C1(CCCCC1)C#N (Cyclohexanecarbonitrile), C(C)O (ethanol), Cl (HCl). RXN SMILES: [CH:1]1([C:7]#[N:8])[CH2:6][CH2:5][CH2:4][CH2:3][CH2:2]1.[ClH:9].[CH2:10]([OH:12])[CH3:11]>>[ClH:9].[CH:1]1([C:7](=[NH:8])[O:12][CH2:10][CH3:11])[CH2:6][CH2:5][CH2:4][CH2:3][CH2:2]1 |f:3.4|. The yield is 100.0%. Reaction conditions: time 6 hour. Starting materials: CCOCC, CCOC=O, [H-], [Na+], CCOC(=O)C=C(CC(=O)OCC)c1ccccc1. The product is CCOC(=O)C=C(C(=CO)C(=O)OCC)c1ccccc1. RXN SMILES: [CH3:27][CH2:28][O:29][CH2:30][CH3:31].[CH:3](=[O:4])[O:5][CH2:6][CH3:7].[H-:2].[Na+:1].[c:8]1([C:14](=[CH:15][C:16](=[O:17])[O:18][CH2:19][CH3:20])[CH2:21][C:22](=[O:23])[O:24][CH2:25][CH3:26])[cH:9][cH:10][cH:11][cH:12][cH:13]1>>[C:3](=[O:4])([O:5][CH2:6][CH3:7])[C:21]([C:14]([c:8]1[cH:9][cH:10][cH:11][cH:12][cH:13]1)=[CH:15][C:16](=[O:17])[O:18][CH2:19][CH3:20])=[CH:22][OH:23]. Reactants: CC(C)(C)C=1C=C(C=C(C1O)C(C)(C)C)CC(C(=O)O)S (3-[3,5-bis-(1,1-dimethylethyl)-4-hydroxyphenyl]-2-mercaptopropanoic acid), C(C)(=O)OCC (ethyl acetate), C(C)(=O)OCC (ethyl acetate), C=O (paraformaldehyde), C(C1=CC=CC=C1)N (benzylamine). Run in C1(=CC=CC=C1)C (toluene). Yields the product CC(C)(C)C=1C=C(C=C(C1O)C(C)(C)C)CC1C(N(CS1)CC1=CC=CC=C1)=O (5-[[3,5-bis (1,1 -dimethylethyl)-4-hydroxyphenyl]methyl]-3 -benzyl-4-thiazolidinone). RXN SMILES: [CH3:1][C:2]([C:5]1[CH:6]=[C:7]([CH2:16][CH:17]([SH:21])[C:18](O)=[O:19])[CH:8]=[C:9]([C:12]([CH3:15])([CH3:14])[CH3:13])[C:10]=1[OH:11])([CH3:4])[CH3:3].C=O.[CH2:24]([NH2:31])[C:25]1[CH:30]=[CH:29][CH:28]=[CH:27][CH:26]=1.[C:32](OCC)(=O)C>C1(C)C=CC=CC=1>[CH3:13][C:12]([C:9]1[CH:8]=[C:7]([CH2:16][CH:17]2[S:21][CH2:32][N:31]([CH2:24][C:25]3[CH:30]=[CH:29][CH:28]=[CH:27][CH:26]=3)[C:18]2=[O:19])[CH:6]=[C:5]([C:2]([CH3:3])([CH3:1])[CH3:4])[C:10]=1[OH:11])([CH3:14])[CH3:15]. Reported procedure: 3-[3,5-bis-(1,1-dimethylethyl)-4-hydroxyphenyl]-2-mercaptopropanoic acid (4.58 g; 14.75 mmole), prepared substantially in accordance with the method described in Example 1A, was suspended in 50 ml of toluene. Under a nitrogen atmosphere, 0.45 g (15.0 mmoles) of paraformaldehyde was added followed by 1.67 grams (15.56 mmoles) of benzylamine. The resulting solution was heated at reflux temperature for one hour with removal of water by means of a Dean-Stark apparatus. The solution was allowed to co... Starting materials: C[C@@H]1CCC2C[C@@H](/C(=C/C=C/C=C/[C@H](C[C@H](C(=O)[C@@H]([C@@H](/C(=C/[C@H](C(=O)C[C@H](OC(=O)[C@@H]3CCCCN3C(=O)C(=O)[C@@]1(O2)O)[C@H](C)C[C@@H]4CC[C@@H]([C@@H](C4)OC)N5C=NN=N5)C)/C)O)OC)C)C)/C)OC (ABT-578), C1(=CC=CC=C1)C (toluene). The solvent is C(CC)#N (propionitrile). Yields the product C[C@@H]1CCC2C[C@@H](/C(=C/C=C/C=C/[C@H](C[C@H](C(=O)[C@@H]([C@@H](/C(=C/[C@H](C(=O)C[C@H](OC(=O)[C@@H]3CCCCN3C(=O)C(=O)[C@@]1(O2)O)[C@H](C)C[C@@H]4CC[C@@H]([C@@H](C4)OC)N5C=NN=N5)C)/C)O)OC)C)C)/C)OC.C(CC)#N (ABT-578 propionitrile). As a reaction SMILES: [CH3:1][C@H:2]1[C@@:41]2([OH:43])[O:42][CH:5]([CH2:6][C@H:7]([O:68][CH3:69])[C:8]([CH3:67])=[CH:9][CH:10]=[CH:11][CH:12]=[CH:13][C@@H:14]([CH3:66])[CH2:15][C@@H:16]([CH3:65])[C:17]([C@H:19]([O:63][CH3:64])[C@H:20]([OH:62])[C:21]([CH3:61])=[CH:22][C@@H:23]([CH3:60])[C:24]([CH2:26][C@@H:27]([C@@H:44]([CH2:46][C@H:47]3[CH2:52][C@@H:51]([O:53][CH3:54])[C@@H:50]([N:55]4[N:59]=[N:58][N:57]=[CH:56]4)[CH2:49][CH2:48]3)[CH3:45])[O:28][C:29]([C@H:31]3[N:36]([C:37]([C:39]2=[O:40])=[O:38])[CH2:35][CH2:34][CH2:33][CH2:32]3)=[O:30])=[O:25])=[O:18])[CH2:4][CH2:3]1.C1(C)C=CC=CC=1>C(#N)CC>[CH3:1][C@H:2]1[C@@:41]2([OH:43])[O:42][CH:5]([CH2:6][C@H:7]([O:68][CH3:69])[C:8]([CH3:67])=[CH:9][CH:10]=[CH:11][CH:12]=[CH:13][C@@H:14]([CH3:66])[CH2:15][C@@H:16]([CH3:65])[C:17]([C@H:19]([O:63][CH3:64])[C@H:20]([OH:62])[C:21]([CH3:61])=[CH:22][C@@H:23]([CH3:60])[C:24]([CH2:26][C@@H:27]([C@@H:44]([CH2:46][C@H:47]3[CH2:52][C@@H:51]([O:53][CH3:54])[C@@H:50]([N:55]4[N:59]=[N:58][N:57]=[CH:56]4)[CH2:49][CH2:48]3)[CH3:45])[O:28][C:29]([C@H:31]3[N:36]([C:37]([C:39]2=[O:40])=[O:38])[CH2:35][CH2:34][CH2:33][CH2:32]3)=[O:30])=[O:25])=[O:18])[CH2:4][CH2:3]1.[C:35](#[N:36])[CH2:34][CH3:33] |f:3.4|. Procedure: Crystals of ABT-578 propionitrile solvate were prepared by dissolving 108 mg of amorphous ABT-578 in 200 uL of propionitrile at 45 degrees Celsius and storing at −12 degrees Celsius for 30 hours before seeded with a trace amount of toluene solvate crystals. Crystalline solids formed after seeding by further incubation at −12 degrees Celsius. FIG. 18A shows the X-ray powder diffraction patterns of the solvate crystals, and desolvation of the crystals yielded a semi-crystalline phase. The desolvat... Starting materials: CCC(=O)n1c(=O)oc2ccccc21, CCCCC=O. The product is CCCCC(O)C(C)C(=O)n1c(=O)oc2ccccc21. RXN SMILES: [C:1]([CH2:2][CH3:3])(=[O:4])[n:5]1[c:6](=[O:14])[o:7][c:8]2[c:9]1[cH:10][cH:11][cH:12][cH:13]2.[CH:15]([CH2:16][CH2:17][CH2:18][CH3:19])=[O:20]>>[C:1]([CH:2]([CH3:3])[CH:15]([CH2:16][CH2:17][CH2:18][CH3:19])[OH:20])(=[O:4])[n:5]1[c:6](=[O:14])[o:7][c:8]2[c:9]1[cH:10][cH:11][cH:12][cH:13]2. Starting materials: FC1=CC=C(OC2CN(C2)C(=O)Cl)C=C1 (3-(4-fluorophenoxy)-1-azetidinecarbonyl chloride), CN (methylamine). Solvent: ice water, C(Cl)Cl (methylene chloride), O1CCCC1 (tetrahydrofuran). Conditions: time 18 hour. Product: FC1=CC=C(OC2CN(C2)C(=O)NC)C=C1 (3-(4-Fluorophenoxy)-N-methyl-1-azetidinecarboxamide). Isolated yield 129.3%. RXN SMILES: [F:1][C:2]1[CH:15]=[CH:14][C:5]([O:6][CH:7]2[CH2:10][N:9]([C:11](Cl)=[O:12])[CH2:8]2)=[CH:4][CH:3]=1.[CH3:16][NH2:17]>O1CCCC1.C(Cl)Cl>[F:1][C:2]1[CH:15]=[CH:14][C:5]([O:6][CH:7]2[CH2:10][N:9]([C:11]([NH:17][CH3:16])=[O:12])[CH2:8]2)=[CH:4][CH:3]=1. Procedure details: A solution of 4.6 g (0.02 mole) of 3-(4-fluorophenoxy)-1-azetidinecarbonyl chloride in 15 ml of tetrahydrofuran was stirred while 6.2 g (0.08 mole) of 40% aqueous methylamine was added. The reaction mixture was exothermic and was allowed to cool to ambient temperature while stirring for 18 hr. The reaction mixture was diluted with 200 ml of ice water and the oil droplets which separated quickly crystallized. Filtration yielded 6.6 g of crude product. The solid was dissolved in 100 ml of methylen...